describe an organic reaction: reactants, conditions, products, and yield From a dataset of the Open Reaction Database (ORD), a public repository of structured organic reaction records. As a reaction SMILES: FC(F)(F)C([NH:5][C:6]1[CH:11]=[C:10]([CH3:12])[C:9]([CH:13]=[O:14])=[C:8]([CH3:15])[CH:7]=1)=O.[OH-].[Na+].O>CO>[NH2:5][C:6]1[CH:7]=[C:8]([CH3:15])[C:9]([CH:13]=[O:14])=[C:10]([CH3:12])[CH:11]=1 |f:1.2|. The reactants are FC(C(=O)NC1=CC(=C(C(=C1)C)C=O)C)(F)F (2,2,2-trifluoro-N-(4-formyl-3,5-dimethylphenyl)-acetamide), [OH-].[Na+] (NaOH), O (Water). Procedure details: A suspension of the above 2,2,2-trifluoro-N-(4-formyl-3,5-dimethylphenyl)-acetamide was taken up in MeOH (30 mL) and 1N NaOH (30 mL) was stirred at ambient temperature overnight. Water (200 mL) was added and the resulting solid was filtered, washed with water, and dried to give 4-amino-2,6-dimethylbenzaldehyde. The aqueous layer was extracted with EtOAc and the combined organic layers were washed with water, brine, dried with MgSO4, and filtered. The solvent was removed under reduced pressure an... Product: NC1=CC(=C(C=O)C(=C1)C)C (4-amino-2,6-dimethylbenzaldehyde). Solvent: CO (MeOH).